From a dataset of the Open Reaction Database (ORD), a public repository of structured organic reaction records. describe an organic reaction: reactants, conditions, products, and yield The reactants are C1CCOC1, CC(C)(C)[O-], O=S(=O)(CCl)c1cccc2ccccc12, O=[N+]([O-])c1ccc(F)cc1OCCCl, Cl, [K+]. Yields the product O=[N+]([O-])c1c(CS(=O)(=O)c2cccc3ccccc23)cc(F)cc1OCCCl. As a reaction SMILES: [CH2:37]1[O:38][CH2:39][CH2:40][CH2:41]1.[CH3:30][C:31]([CH3:32])([O-:33])[CH3:34].[Cl:15][CH2:16][S:17](=[O:18])(=[O:19])[c:20]1[cH:21][cH:22][cH:23][c:24]2[cH:25][cH:26][cH:27][cH:28][c:29]12.[Cl:1][CH2:2][CH2:3][O:4][c:5]1[c:6]([N+:12](=[O:13])[O-:14])[cH:7][cH:8][c:9]([F:11])[cH:10]1.[ClH:36].[K+:35]>>[Cl:1][CH2:2][CH2:3][O:4][c:5]1[c:6]([N+:12](=[O:13])[O-:14])[c:7]([CH2:16][S:17](=[O:18])(=[O:19])[c:20]2[cH:21][cH:22][cH:23][c:24]3[cH:25][cH:26][cH:27][cH:28][c:29]23)[cH:8][c:9]([F:11])[cH:10]1. The reactants are N#Cc1ccc(CBr)cc1, CCOCC, CCO, CC#N, O=[N+]([O-])c1c[nH]cn1. Yields the product N#Cc1ccc(Cn2cncc2[N+](=O)[O-])cc1. RXN SMILES: [C:9](#[N:10])[c:11]1[cH:12][cH:13][c:14]([CH2:15][Br:16])[cH:17][cH:18]1.[CH3:19][CH2:20][O:21][CH2:22][CH3:23].[CH3:24][CH2:25][OH:26].[CH3:27][C:28]#[N:29].[N+:1](=[O:2])([O-:3])[c:4]1[n:5][cH:6][nH:7][cH:8]1>>[N+:1](=[O:2])([O-:3])[c:4]1[n:5]([CH2:15][c:14]2[cH:13][cH:12][c:11]([C:9]#[N:10])[cH:18][cH:17]2)[cH:6][n:7][cH:8]1. The reactants are BrB(Br)Br, CCCCCCCCCc1ccc(C(=O)O)c(OC)c1, CCO, Cl, O. Yields the product CCCCCCCCCc1ccc(C(=O)O)c(O)c1. RXN SMILES: [B:25]([Br:26])([Br:27])[Br:28].[CH3:1][O:2][c:3]1[c:4]([C:5](=[O:6])[OH:7])[cH:8][cH:9][c:10]([CH2:12][CH2:13][CH2:14][CH2:15][CH2:16][CH2:17][CH2:18][CH2:19][CH3:20])[cH:11]1.[CH3:21][CH2:22][OH:23].[ClH:29].[OH2:24]>>[OH:2][c:3]1[c:4]([C:5](=[O:6])[OH:7])[cH:8][cH:9][c:10]([CH2:12][CH2:13][CH2:14][CH2:15][CH2:16][CH2:17][CH2:18][CH2:19][CH3:20])[cH:11]1. The reactants are ClC(Cl)(OC(OC(Cl)(Cl)Cl)=O)Cl (triphosgene), CO (Methanol), COC=1C=C2C(=NC=NC2=CC1OC)OC1=CC(=C(N)C=C1)C (4-[(6,7-Dimethoxy-4-quinazolinyl)oxy]-2-methylaniline), C(CC)N (propylamine). Run in C(C)N(CC)CC (triethylamine), C(Cl)(Cl)Cl (chloroform), C(Cl)(Cl)Cl (chloroform). Reaction conditions: time 30 minute. Yields the product COC=1C=C2C(=NC=NC2=CC1OC)OC1=CC(=C(C=C1)NC(=O)NCCC)C (N-{4-[(6,7-Dimethoxy-4-quinazolinyl)oxy]-2-methylphenyl}-N′-propylurea). The yield is 47.0%. As a reaction SMILES: [CH3:1][O:2][C:3]1[CH:4]=[C:5]2[C:10](=[CH:11][C:12]=1[O:13][CH3:14])[N:9]=[CH:8][N:7]=[C:6]2[O:15][C:16]1[CH:22]=[CH:21][C:19]([NH2:20])=[C:18]([CH3:23])[CH:17]=1.ClC(Cl)(O[C:28](=[O:34])OC(Cl)(Cl)Cl)Cl.[CH2:36]([NH2:39])[CH2:37][CH3:38].CO>C(Cl)(Cl)Cl.C(N(CC)CC)C>[CH3:1][O:2][C:3]1[CH:4]=[C:5]2[C:10](=[CH:11][C:12]=1[O:13][CH3:14])[N:9]=[CH:8][N:7]=[C:6]2[O:15][C:16]1[CH:22]=[CH:21][C:19]([NH:20][C:28]([NH:39][CH2:36][CH2:37][CH3:38])=[O:34])=[C:18]([CH3:23])[CH:17]=1. Reported procedure: 4-[(6,7-Dimethoxy-4-quinazolinyl)oxy]-2-methylaniline (50 mg) was dissolved in chloroform (3 ml) and triethylamine (0.2 ml), and a solution of triphosgene (48 mg) in chloroform was then added to the solution. The mixture was stirred at room temperature for 30 min. Next, propylamine (20 μl) was added to the reaction solution, and the mixture was further stirred at room temperature overnight. Methanol was added to the reaction solution, and the mixture was purified by HPLC by development with chlo... Starting materials: O=C(O)c1ccc(-c2nnc(CSCCOc3ccccc3)o2)cc1, NCCCn1ccnc1. Yields the product O=C(NCCCn1ccnc1)c1ccc(-c2nnc(CSCCOc3ccccc3)o2)cc1. Reaction SMILES: [O:1]([c:2]1[cH:3][cH:4][cH:5][cH:6][cH:7]1)[CH2:8][CH2:9][S:10][CH2:11][c:12]1[n:13][n:14][c:15](-[c:17]2[cH:18][cH:19][c:20]([C:21](=[O:22])[OH:23])[cH:24][cH:25]2)[o:16]1.[n:26]1([CH2:31][CH2:32][CH2:33][NH2:34])[cH:27][n:28][cH:29][cH:30]1>>[O:1]([c:2]1[cH:3][cH:4][cH:5][cH:6][cH:7]1)[CH2:8][CH2:9][S:10][CH2:11][c:12]1[n:13][n:14][c:15](-[c:17]2[cH:18][cH:19][c:20]([C:21](=[O:23])[NH:34][CH2:33][CH2:32][CH2:31][n:26]3[cH:27][n:28][cH:29][cH:30]3)[cH:24][cH:25]2)[o:16]1. Reactants: [H-].[Al+3].[Li+].[H-].[H-].[H-] (lithium aluminum hydride), C(C)C=1SC(=CN1)C(=O)OC (methyl 2-ethyl-thiazole-5-carboxylate), [H-].[Al+3].[Li+].[H-].[H-].[H-] (lithium aluminum hydride). The solvent is O1CCCC1 (tetrahydrofuran). The product is C(C)C=1SC(=CN1)CO (2-ethyl-thiazole-5-methanol). Isolated yield 94.2%. Reaction SMILES: [H-].[Al+3].[Li+].[H-].[H-].[H-].[CH2:7]([C:9]1[S:10][C:11]([C:14](OC)=[O:15])=[CH:12][N:13]=1)[CH3:8]>O1CCCC1>[CH2:7]([C:9]1[S:10][C:11]([CH2:14][OH:15])=[CH:12][N:13]=1)[CH3:8] |f:0.1.2.3.4.5|. Procedure details: 2.4 g of mixed lithium aluminum hydride was added under nitrogen to a solution of 11.3 g of methyl 2-ethyl-thiazole-5-carboxylate in 100 ml of anhydrous tetrahydrofuran at 20 to 25° C and the mixture was refluxed for 1 1/2 hours. After cooling the mixture, excess lithium aluminum hydride was destroyed by the addition of ethyl acetate. The mixture was added to water and was vacuum filtered. The recovered precipitate was empasted with ethyl acetate and then with a methanol-methylene chlorine mixtu... Reactants: C(C)OC(=O)C=1C=C2C(=NC1)OC=C2 (furo[2,3-b]pyridine-5-carboxylic acid ethyl ester), [H-].[H-].[H-].[H-].[Li+].[Al+3] (LiAlH4). The product is O1C=CC=2C1=NC=C(C2)CO (furo[2,3-b]pyridin-5-yl-methanol). Solvent: C1CCOC1 (THF). Yield: 33.7%. Procedure: To a solution of 1.9 g of furo[2,3-b]pyridine-5-carboxylic acid ethyl ester (GB 2289276) in 30 ml of THF was added dropwise 17.3 ml of a LiAlH4 (2.3M THF) solution at −20° C. The reaction mixture was stirred for 3 h at −20° C. and then quenched by addition of 1M NaOH solution. The resulting mixture was filtrated over a pad of celite, washed with THF and the filtrate was concentrated in vacuo. Purification by CC using EtOAc yielded 0.5 g of furo[2,3-b]pyridin-5-yl-methanol as yellow oil. Run at temperature -20 celsius, time 3 hour. As a reaction SMILES: C([O:3][C:4]([C:6]1[CH:7]=[C:8]2[CH:14]=[CH:13][O:12][C:9]2=[N:10][CH:11]=1)=O)C.[H-].[H-].[H-].[H-].[Li+].[Al+3]>C1COCC1>[O:12]1[C:9]2=[N:10][CH:11]=[C:6]([CH2:4][OH:3])[CH:7]=[C:8]2[CH:14]=[CH:13]1 |f:1.2.3.4.5.6|.